Dataset: the Open Reaction Database (ORD), a public repository of structured organic reaction records. Task: describe an organic reaction: reactants, conditions, products, and yield Reactants: CCOC(=O)Cn1ccc2ccc(OCCCC#Cc3ccc(OC(F)(F)F)cc3)cc21, C1CCOC1, CO, [Li+], [OH-]. Yields the product O=C(O)Cn1ccc2ccc(OCCCC#Cc3ccc(OC(F)(F)F)cc3)cc21. Reaction SMILES: [CH2:1]([CH3:2])[O:3][C:4]([CH2:5][n:6]1[cH:7][cH:8][c:9]2[cH:10][cH:11][c:12]([O:15][CH2:16][CH2:17][CH2:18][C:19]#[C:20][c:21]3[cH:22][cH:23][c:24]([O:27][C:28]([F:29])([F:30])[F:31])[cH:25][cH:26]3)[cH:13][c:14]12)=[O:32].[CH2:35]1[O:36][CH2:37][CH2:38][CH2:39]1.[CH3:40][OH:41].[Li+:34].[OH-:33]>>[O:3]=[C:4]([CH2:5][n:6]1[cH:7][cH:8][c:9]2[cH:10][cH:11][c:12]([O:15][CH2:16][CH2:17][CH2:18][C:19]#[C:20][c:21]3[cH:22][cH:23][c:24]([O:27][C:28]([F:29])([F:30])[F:31])[cH:25][cH:26]3)[cH:13][c:14]12)[OH:32]. Starting materials: C(C)(=O)O[C@@H]1CC2=C[C@H]([C@H]3[C@@H]4CC[C@H](C(C)C5OCC(CO5)(C)C)[C@]4(CC[C@@H]3[C@]2([C@@H]2[C@H]1O2)C)C)OC(=O)OC (20-(5,5-dimethyl-1,3-dioxan-2-yl)-1α,2α-epoxy-7α-methoxycarbonyloxypregn-5-en-3β-yl acetate), tris(dibenzylideneacetone)dipalladium(chloroform), C(CCC)P(CCCC)CCCC (tributylphosphine). Run in O1CCOCC1 (1,4-dioxane), O1CCOCC1 (1,4-dioxane). Conditions: time 10 minute. Product: ether-hexane, C(C)(=O)O[C@@H]1CC2=CC=C3[C@@H]4CC[C@H](C(C)C5OCC(CO5)(C)C)[C@]4(CC[C@@H]3[C@]2([C@@H]2[C@H]1O2)C)C (20-(5,5-dimethyl-1,3-dioxan-2-yl)-1α,2α-epoxypregna-5,7-dien-3β-yl acetate). Yield: 46.3%. As a reaction SMILES: C(P(CCCC)CCCC)CCC.[C:14]([O:17][C@H:18]1[C@@H:44]2[O:45][C@@H:43]2[C@@:42]2([CH3:46])[C:20](=[CH:21][C@@H:22](OC(OC)=O)[C@@H:23]3[C@@H:41]2[CH2:40][CH2:39][C@@:38]2([CH3:47])[C@H:24]3[CH2:25][CH2:26][C@@H:27]2[CH:28]([CH:30]2[O:35][CH2:34][C:33]([CH3:37])([CH3:36])[CH2:32][O:31]2)[CH3:29])[CH2:19]1)(=[O:16])[CH3:15]>O1CCOCC1>[C:14]([O:17][C@H:18]1[C@@H:44]2[O:45][C@@H:43]2[C@@:42]2([CH3:46])[C:20](=[CH:21][CH:22]=[C:23]3[C@@H:41]2[CH2:40][CH2:39][C@@:38]2([CH3:47])[C@H:24]3[CH2:25][CH2:26][C@@H:27]2[CH:28]([CH:30]2[O:31][CH2:32][C:33]([CH3:37])([CH3:36])[CH2:34][O:35]2)[CH3:29])[CH2:19]1)(=[O:16])[CH3:15]. Procedure details: A mixture of 10.3 mg (0.00997 mmole) of tris(dibenzylideneacetone)dipalladium(chloroform), 19.9 μl (0.0798 mmole) of tributylphosphine and 5 ml of dry 1,4-dioxane was stirred in an atmosphere of argon gas at room temperature for 10 minutes. To this mixture was added a solution of 43.6 mg (0.0798 mmole) of 20-(5,5-dimethyl-1,3-dioxan-2-yl)-1α,2α-epoxy-7α-methoxycarbonyloxypregn-5-en-3β-yl acetate in 2 ml of dry 1,4-dioxane, and the mixture was refluxed for 8 hours. The reaction mixture was cooled...